This data is from the Open Reaction Database (ORD), a public repository of structured organic reaction records. The task is: describe an organic reaction: reactants, conditions, products, and yield Starting materials: C1(CC1)C1=NN(C(=C1)N1CC2=C(N=C(N=C2N2CC(C2)OCC)C2=C3C(=NNC3=CC=C2C)C)CC1)C (6-(3-cyclopropyl-1-methyl-1H-pyrazol-5-yl)-2-(3,5-dimethyl-1H-indazol-4-yl)-4-(3-ethoxyazetidin-1-yl)-5,6,7,8-tetrahydropyrido[4,3-d]pyrimidine), ClN1C(CCC1=O)=O (N-chlorosuccinimide). The solvent is C(Cl)Cl (DCM). Conditions: time 30 minute. Product: ClC=1C(=NN(C1N1CC2=C(N=C(N=C2N2CC(C2)OCC)C2=C3C(=NNC3=CC=C2C)C)CC1)C)C1CC1 (6-(4-chloro-3-cyclopropyl-1-methyl-1H-pyrazol-5-yl)-2-(3,5-dimethyl-1H-indazol-4-yl)-4-(3-ethoxyazetidin-1-yl)-5,6,7,8-tetrahydropyrido[4,3-d]pyrimidine). As a reaction SMILES: [CH:1]1([C:4]2[CH:8]=[C:7]([N:9]3[CH2:36][CH2:35][C:12]4[N:13]=[C:14]([C:24]5[C:32]([CH3:33])=[CH:31][CH:30]=[C:29]6[C:25]=5[C:26]([CH3:34])=[N:27][NH:28]6)[N:15]=[C:16]([N:17]5[CH2:20][CH:19]([O:21][CH2:22][CH3:23])[CH2:18]5)[C:11]=4[CH2:10]3)[N:6]([CH3:37])[N:5]=2)[CH2:3][CH2:2]1.[Cl:38]N1C(=O)CCC1=O>C(Cl)Cl>[Cl:38][C:8]1[C:4]([CH:1]2[CH2:2][CH2:3]2)=[N:5][N:6]([CH3:37])[C:7]=1[N:9]1[CH2:36][CH2:35][C:12]2[N:13]=[C:14]([C:24]3[C:32]([CH3:33])=[CH:31][CH:30]=[C:29]4[C:25]=3[C:26]([CH3:34])=[N:27][NH:28]4)[N:15]=[C:16]([N:17]3[CH2:18][CH:19]([O:21][CH2:22][CH3:23])[CH2:20]3)[C:11]=2[CH2:10]1. Reported procedure: To a solution of 6-(3-cyclopropyl-1-methyl-1H-pyrazol-5-yl)-2-(3,5-dimethyl-1H-indazol-4-yl)-4-(3-ethoxyazetidin-1-yl)-5,6,7,8-tetrahydropyrido[4,3-d]pyrimidine (30 mg, 0.060 mmol) in DCM (2 mL) was added N-chlorosuccinimide (9.64 mg, 0.072 mmol) at room temperature. The mixture was stirred for 30 min then concentrated. The residue was purified by reverse phase HPLC (C18, 10-100% acetonitrile-H2O with 0.1% NH4OH) to give 6-(4-chloro-3-cyclopropyl-1-methyl-1H-pyrazol-5-yl)-2-(3,5-dimethyl-1H-inda... Reactants: COC1=C(C=C(C=C1)C=O)O (isovaniline), C(C)(C)N(C(C)C)CC (N,N-diisopropylethylamine), O (water), COCCl (chloromethyl methyl ether). The solvent is CN(C=O)C (dimethylformamide). Reaction conditions: temperature 0 celsius. Product: COC1=C(C=C(C=O)C=C1)OCOC (4-methoxy-3-methoxymethoxybenzaldehyde). Yield: 85.0%. Reaction SMILES: [CH3:1][O:2][C:3]1[CH:8]=[CH:7][C:6]([CH:9]=[O:10])=[CH:5][C:4]=1[OH:11].C(N(CC)C(C)C)(C)C.[CH3:21][O:22][CH2:23]Cl.O>CN(C)C=O>[CH3:1][O:2][C:3]1[CH:8]=[CH:7][C:6]([CH:9]=[O:10])=[CH:5][C:4]=1[O:11][CH2:21][O:22][CH3:23]. Procedure: In 100 ml of dimethylformamide was dissolved 10 g of isovaniline, and 14 ml of N,N-diisopropylethylamine was added to the solution and the mixture was stirred. The liquid mixture was cooled to 0° C. and 7.2 ml of chloromethyl methyl ether was added to the mixture, and the temperature was elevated to room temperature and the mixture was stirred for 5 hours. After the reaction, a large quantity of water was added to the reaction mixture, and the mixture was extracted with diethyl ether, washed wit...